The task is: describe an organic reaction: reactants, conditions, products, and yield. This data is from the Open Reaction Database (ORD), a public repository of structured organic reaction records. Procedure details: 104 mg Trifluoro-methanesulfonic acid 7-(3,4,5-trimethoxy-phenyl)-[1,6]naphthyridine-5-yl ester (6.1), 30 mg (0.261 mmol) of 5-aminomethyl-3H-[1,3,4]oxadiazole-2-one (2.33) and 0.132 mL (0.782 mL) N,N-diisopropylamine were placed in dimethylacetamide at ambient temperature. The reaction was then heated to 70° C. where it was maintained overnight and then cooled to ambient temperature. After this time 0.132 mL (0.782 mL) N,N-diisopropylamine was added and the reaction was heated to 90° C. where i... Yields the product COC=1C=C(C=C(C1OC)OC)C1=NC(=C2C=CC=NC2=C1)NCC1=NNC(O1)=O (5-{[7-(3,4,5-Trimethoxy-phenyl)-[1,6]naphthyridine-5-ylamino]-methyl}-3H-[1,3,4]oxadiazole-2-one). RXN SMILES: [CH3:1][O:2][C:3]1[CH:4]=[C:5]([C:13]2[CH:22]=[C:21]3[C:16]([CH:17]=[CH:18][CH:19]=[N:20]3)=[C:15](OS(C(F)(F)F)(=O)=O)[N:14]=2)[CH:6]=[C:7]([O:11][CH3:12])[C:8]=1[O:9][CH3:10].[NH2:31][CH2:32][C:33]1[O:37][C:36](=[O:38])[NH:35][N:34]=1.C(NC(C)C)(C)C>CC(N(C)C)=O>[CH3:1][O:2][C:3]1[CH:4]=[C:5]([C:13]2[CH:22]=[C:21]3[C:16]([CH:17]=[CH:18][CH:19]=[N:20]3)=[C:15]([NH:31][CH2:32][C:33]3[O:37][C:36](=[O:38])[NH:35][N:34]=3)[N:14]=2)[CH:6]=[C:7]([O:11][CH3:12])[C:8]=1[O:9][CH3:10]. Run in CC(=O)N(C)C (dimethylacetamide). Reactants: COC=1C=C(C=C(C1OC)OC)C1=NC(=C2C=CC=NC2=C1)OS(=O)(=O)C(F)(F)F (Trifluoro-methanesulfonic acid 7-(3,4,5-trimethoxy-phenyl)-[1,6]naphthyridine-5-yl ester), C(C)(C)NC(C)C (N,N-diisopropylamine), NCC1=NNC(O1)=O (5-aminomethyl-3H-[1,3,4]oxadiazole-2-one), C(C)(C)NC(C)C (N,N-diisopropylamine). Reaction conditions: temperature 70 celsius, time 6 hour. Starting materials: C(C)(=O)C=1C(OC2=C(C1O)C=CC=C2)=O (3-acetyl-4-hydroxy-2H-1-benzopyran-2-one), COCC(=O)NC=1C=C(C=O)C=CC1 (3-(methoxyacetylamino)benzaldehyde), N1CCCCC1 (piperidine), O (water). Solvent: C(Cl)(Cl)Cl (chloroform). Yields the product OC1=C(C(OC2=C1C=CC=C2)=O)C(C=CC2=CC(=CC=C2)NC(COC)=O)=O (4-hydroxy-3-[3-[3-(methoxyacetylamino)phenyl]-1-oxo-2-propenyl]-2H-1-benzopyran-2-one). Isolated yield 89.9%. RXN SMILES: [C:1]([C:4]1[C:5](=[O:15])[O:6][C:7]2[CH:14]=[CH:13][CH:12]=[CH:11][C:8]=2[C:9]=1[OH:10])(=[O:3])[CH3:2].[CH3:16][O:17][CH2:18][C:19]([NH:21][C:22]1[CH:23]=[C:24]([CH:27]=[CH:28][CH:29]=1)[CH:25]=O)=[O:20].N1CCCCC1.O>C(Cl)(Cl)Cl>[OH:10][C:9]1[C:8]2[CH:11]=[CH:12][CH:13]=[CH:14][C:7]=2[O:6][C:5](=[O:15])[C:4]=1[C:1](=[O:3])[CH:2]=[CH:25][C:24]1[CH:27]=[CH:28][CH:29]=[C:22]([NH:21][C:19](=[O:20])[CH2:18][O:17][CH3:16])[CH:23]=1. Procedure details: In 3 ml of chloroform were dissolved 0.18 g of 3-acetyl-4-hydroxy-2H-1-benzopyran-2-one, 0.17 g of 3-(methoxyacetylamino)benzaldehyde and 60 mg of piperidine, and the solution was heated under refluxing for 1 hour and 10 minutes while water was removed with a Soxhlet's extractor filled with a molecular sieve. After cooling to room temperature, the reaction solution was concentrated under reduced pressure. The residue was subjected to silica gel column chromatography, and fractions corresponding ... The reactants are COC=1C=C(C=CC1C(F)(F)F)C1=CC(=NC(=C1)C)OS(=O)(=O)C(F)(F)F (trifluoro-methanesulfonic acid 4-(3-methoxy-4-trifluoromethyl-phenyl)-6-methyl-pyridin-2-yl ester), ClC1(NC=CC=C1)B(O)O (2-chloropyridine boronic acid). Product: ClC1=NC=CC(=C1)C1=NC(=CC(=C1)C1=CC(=C(C=C1)C(F)(F)F)OC)C (2′-Chloro-4-(3-methoxy-4-trifluoromethyl-phenyl)-6-methyl-[2,4′]bipyridinyl), solid. Isolated yield 82.0%. As a reaction SMILES: [CH3:1][O:2][C:3]1[CH:4]=[C:5]([C:13]2[CH:18]=[C:17]([CH3:19])[N:16]=[C:15](OS(C(F)(F)F)(=O)=O)[CH:14]=2)[CH:6]=[CH:7][C:8]=1[C:9]([F:12])([F:11])[F:10].[Cl:28][C:29]1(B(O)O)[CH:34]=[CH:33][CH:32]=[CH:31][NH:30]1>>[Cl:28][C:29]1[CH:34]=[C:33]([C:15]2[CH:14]=[C:13]([C:5]3[CH:6]=[CH:7][C:8]([C:9]([F:12])([F:11])[F:10])=[C:3]([O:2][CH3:1])[CH:4]=3)[CH:18]=[C:17]([CH3:19])[N:16]=2)[CH:32]=[CH:31][N:30]=1. Reported procedure: The title compound was prepared from trifluoro-methanesulfonic acid 4-(3-methoxy-4-trifluoromethyl-phenyl)-6-methyl-pyridin-2-yl ester (example A.59) (2.0 g, 5.0 mmol) and commercially available 2-chloropyridine boronic acid (0.758 g, 5.0 mmol) according to the general procedure IVb; Obtained as an off-white solid (1.50 g, 82%). MS (ISP) 379.2 [(M+H)+] and 381 [(M+2+H)+]. Starting materials: C(C1=CC=CC=C1)OC1=C(C=C2C(=C(N(C(C2=C1)=O)C1=CC=C(C=C1)NC(=O)OC(C)(C)C)C(=O)OC)C1=CC(=C(C(=C1)OC)OC)OC)OC (7-benzyloxy-2-[4-(tert-butoxycarbonylamino) phenyl]-6-methoxy-3-methoxycarbonyl-4-(3,4,5-trimethoxyphenyl)-1(2H)-isoquinolinone). The reagents and catalysts are [C].[Pd] (palladium-carbon). Solvent: O1CCCC1 (tetrahydrofuran), CO (methanol). Reaction conditions: time 1 hour. Yields the product C(C)(C)(C)OC(=O)NC1=CC=C(C=C1)N1C(C2=CC(=C(C=C2C(=C1C(=O)OC)C1=CC(=C(C(=C1)OC)OC)OC)OC)O)=O (2-[4-(tert-butoxycarbonylamino)phenyl]-7-hydroxy-6-methoxy-3-methoxycarbonyl-4-(3,4,5-trimethoxyphenyl)-1(2H)-isoquinolinone). Yield: 89.9%. RXN SMILES: C([O:8][C:9]1[CH:18]=[C:17]2[C:12]([C:13]([C:38]3[CH:43]=[C:42]([O:44][CH3:45])[C:41]([O:46][CH3:47])=[C:40]([O:48][CH3:49])[CH:39]=3)=[C:14]([C:34]([O:36][CH3:37])=[O:35])[N:15]([C:20]3[CH:25]=[CH:24][C:23]([NH:26][C:27]([O:29][C:30]([CH3:33])([CH3:32])[CH3:31])=[O:28])=[CH:22][CH:21]=3)[C:16]2=[O:19])=[CH:11][C:10]=1[O:50][CH3:51])C1C=CC=CC=1>O1CCCC1.CO.[C].[Pd]>[C:30]([O:29][C:27]([NH:26][C:23]1[CH:24]=[CH:25][C:20]([N:15]2[C:14]([C:34]([O:36][CH3:37])=[O:35])=[C:13]([C:38]3[CH:43]=[C:42]([O:44][CH3:45])[C:41]([O:46][CH3:47])=[C:40]([O:48][CH3:49])[CH:39]=3)[C:12]3[C:17](=[CH:18][C:9]([OH:8])=[C:10]([O:50][CH3:51])[CH:11]=3)[C:16]2=[O:19])=[CH:21][CH:22]=1)=[O:28])([CH3:33])([CH3:31])[CH3:32] |f:3.4|. Procedure: To a solution of the compound obtained in Example 4 (17.0 g) in a mixture of tetrahydrofuran (150 ml) and methanol (100 ml) is added palladium-carbon (1.0 g) under nitrogen atmosphere, and the mixture is subjected to catalytic reduction (3 atms) for one hour. The palladium-carbon is removed by filtration, and the filtrate is concentrated under reduced pressure. The residue is crystallized from diethyl ether to give 2-[4-(tert-butoxycarbonylamino)phenyl]-7-hydroxy-6-methoxy-3-methoxycarbonyl-4-(3... The reactants are CCN=C=NCCCN(C)C (EDCI), C=1C=CC2=C(C1)N=NN2O (HOBt), CNC (dimethylamine), ClC1=CC=C2C(=C1)NC([C@@]21[C@@H](N[C@H]([C@@H]1C1=C(C(=CC=C1)Cl)F)C(=O)NC1=CC=C(C(=O)O)C=C1)CC(C)(C)C)=O (rac-4-{[(2′S,3′R,4′S,5′R)-6-chloro-4′-(3-chloro-2-fluoro-phenyl)-2′-(2,2-dimethyl-propyl)-2-oxo-1,2-dihydro-spiro[indole-3,3′-pyrrolidine]-5′-carbonyl]amino}-benzoic acid). Yields the product CN(C(=O)C1=CC=C(C=C1)NC(=O)C1C(C2(C(N1)CC(C)(C)C)C(NC1=CC(=CC=C12)Cl)=O)C1=C(C(=CC=C1)Cl)F)C (rac-(2′S,3′R,4′S,5′R)-6-chloro-4′-(3-chloro-2-fluoro-phenyl)-2′-(2,2-dimethyl-propyl)-2-oxo-1,2-dihydro-spiro[indole-3,3′-pyrrolidine]-5′-carboxylic acid (4-dimethylcarbamoyl-phenyl)-amide). Reaction SMILES: [Cl:1][C:2]1[CH:7]=[C:6]2[NH:8][C:9](=[O:40])[C@:10]3([C@@H:14]([C:15]4[CH:20]=[CH:19][CH:18]=[C:17]([Cl:21])[C:16]=4[F:22])[C@H:13]([C:23]([NH:25][C:26]4[CH:34]=[CH:33][C:29]([C:30](O)=[O:31])=[CH:28][CH:27]=4)=[O:24])[NH:12][C@H:11]3[CH2:35][C:36]([CH3:39])([CH3:38])[CH3:37])[C:5]2=[CH:4][CH:3]=1.C[CH2:42][N:43]=[C:44]=NCCCN(C)C.C1C=CC2N(O)N=NC=2C=1.CNC>>[CH3:42][N:43]([CH3:44])[C:30]([C:29]1[CH:28]=[CH:27][C:26]([NH:25][C:23]([CH:13]2[NH:12][CH:11]([CH2:35][C:36]([CH3:37])([CH3:38])[CH3:39])[C:10]3([C:5]4[C:6](=[CH:7][C:2]([Cl:1])=[CH:3][CH:4]=4)[NH:8][C:9]3=[O:40])[CH:14]2[C:15]2[CH:20]=[CH:19][CH:18]=[C:17]([Cl:21])[C:16]=2[F:22])=[O:24])=[CH:34][CH:33]=1)=[O:31]. Procedure details: In a manner similar to the method described in Example 22, rac-4-{[(2′S,3′R,4′S,5′R)-6-chloro-4′-(3-chloro-2-fluoro-phenyl)-2′-(2,2-dimethyl-propyl)-2-oxo-1,2-dihydro-spiro[indole-3,3′-pyrrolidine]-5′-carbonyl]amino}-benzoic acid (30 mg, 0.051 mmol) was reacted with EDCI (19 mg, 0.1 mmol), HOBt (14 mg, 0.1 mmol), and dimethylamine (0.1 mL, O2 mmol) at 60° C. to give rac-(2′S,3′R,4′S,5′R)-6-chloro-4′-(3-chloro-2-fluoro-phenyl)-2′-(2,2-dimethyl-propyl)-2-oxo-1,2-dihydro-spiro[indole-3,3′-pyrrolidi... Reactants: ( A ), ( B ), ( B ), C1=CC=C(C=C1)NC2=CC=C(C=C2)N (p-aminodiphenylamine), C1(CCCCC1)=O (cyclohexanone), [N+](=O)([O-])C1=CC=CC=C1 (nitrobenzene), S(O)(O)(=O)=O (sulfuric acid). Reagents/catalysts: [Pd] (palladium on carbon). The solvent is C=1(C(=CC=CC1)C)C (xylene). Product: C=1C=CC(=CC1)NC=2C=CC(=CC2)NC=3C=CC=CC3 (N,N'-Diphenyl-p-phenylenediamine). Reaction SMILES: [CH:1]1[CH:6]=[CH:5][C:4]([NH:7][C:8]2[CH:13]=[CH:12][C:11]([NH2:14])=[CH:10][CH:9]=2)=[CH:3][CH:2]=1.[C:15]1(=O)[CH2:20][CH2:19][CH2:18][CH2:17][CH2:16]1.[N+](C1C=CC=CC=1)([O-])=O.S(=O)(=O)(O)O>C1(C)C(C)=CC=CC=1.[Pd]>[CH:1]1[CH:6]=[CH:5][C:4]([NH:7][C:8]2[CH:13]=[CH:12][C:11]([NH:14][C:15]3[CH:16]=[CH:17][CH:18]=[CH:19][CH:20]=3)=[CH:10][CH:9]=2)=[CH:3][CH:2]=1. Reported procedure: To a 500 ml, 3-necked round bottom flask were added 92 g (500 mmole) p-aminodiphenylamine, 61 ml (600 mmole) cyclohexanone, 82 ml (800 mmole) nitrobenzene, 120 ml xylene solvent and 1.0 g of 5% palladium on carbon catalyst (0.05 g Pd). Using essentially the procedure of Example 1 the reaction was (A) carried out without acid and then again (B) in the presence of 3 millimoles of sulfuric acid. Reaction (B) provided about 40% (mole) more yield of DPPD over reaction (A) after 7 hours at reflux. Reactants: S(=S)(=O)([O-])[O-].[Na+].[Na+] (sodium thiosulfate), C([O-])(O)=O.[Na+] (sodium bicarbonate), C(=O)(C(=O)OCC)N1C(CCC2CC=CC=C12)CO[Si](C)(C)C (N-ethoxalyl-2-trimethylsilyloxymethyltetrahydroquinoline), CC(=O)OI1(C=2C=CC=CC2C(=O)O1)(OC(=O)C)OC(=O)C (Dess-Martin reagent), FC(C(=O)O)(F)F (trifluoroacetic acid). Solvent: ClCCl (dichloromethane). Run at time 1 hour. The product is C(=O)(C(=O)OCC)N1C(CCC2CC=CC=C12)C=O (N-ethoxalyl-2-formyltetrahydroquinoline). Yield: 83.8%. As a reaction SMILES: [C:1]([N:8]1[C:17]2[CH:12]([CH2:13][CH:14]=[CH:15][CH:16]=2)[CH2:11][CH2:10][CH:9]1[CH2:18][O:19][Si](C)(C)C)([C:3]([O:5][CH2:6][CH3:7])=[O:4])=[O:2].CC(OI1(OC(C)=O)(OC(C)=O)OC(=O)C2C=CC=CC1=2)=O.FC(F)(F)C(O)=O.S([O-])([O-])(=O)=S.[Na+].[Na+].C(=O)(O)[O-].[Na+]>ClCCl>[C:1]([N:8]1[C:17]2[CH:12]([CH2:13][CH:14]=[CH:15][CH:16]=2)[CH2:11][CH2:10][CH:9]1[CH:18]=[O:19])([C:3]([O:5][CH2:6][CH3:7])=[O:4])=[O:2] |f:3.4.5,6.7|. Procedure: A mixture of N-ethoxalyl-2-trimethylsilyloxymethyltetrahydroquinoline (15.55 g, 50.92 mmol) and Dess-Martin reagent (32.4 g, 76.37 mmol) in dichloromethane (160 mL) in the presence of trifluoroacetic acid (0.8 mL) was stirred for 1 h at room temperature. Aqueous sodium thiosulfate solution and saturated aqueous sodium bicarbonate were added successively and the mixture was extracted with ethyl acetate. The organic layer was washed with brine, dried over magnesium sulfate, and concentrated to giv... Reactants: C[Si](C)(C)[N-][Si](C)(C)C.[Li+] (lithium bis(trimethylsilyl)amide), C(=O)C=1C=C(C(=O)OC)C=CC1O (methyl 3-formyl-4-hydroxybenzoate), Cl (HCl). Solvent: C1CCOC1 (THF). Reaction conditions: time 10 minute. Yields the product OC1=C(C=C(C(=O)OC)C=C1)C=C (methyl 4-hydroxy-3-vinylbenzoate). Yield: 66.0%. RXN SMILES: [CH3:1][Si]([N-][Si](C)(C)C)(C)C.[Li+].[CH:11]([C:13]1[CH:14]=[C:15]([CH:20]=[CH:21][C:22]=1[OH:23])[C:16]([O:18][CH3:19])=[O:17])=O.Cl>C1COCC1>[OH:23][C:22]1[CH:21]=[CH:20][C:15]([C:16]([O:18][CH3:19])=[O:17])=[CH:14][C:13]=1[CH:11]=[CH2:1] |f:0.1|. Procedure: To a stirred solution of lithium bis(trimethylsilyl)amide (1.0 M solution in tetrahydrofuran) (8 mL) in a 0° C. ice bath is added methyl triphenylphonium bromide (1.92 g, 5.38 mmol). The mixture is allowed to warm to rt and stir for 10 min. A solution of methyl 3-formyl-4-hydroxybenzoate (200 mg, 1.11 mmol) in THF (3 mL) is added to the above solution. The mixture is stirred at rt for 5 h. The reaction mixture is acidified to pH=5 with 1N HCl, and extracted with ether (3×). The combined organic ...